describe an organic reaction: reactants, conditions, products, and yield From a dataset of the Open Reaction Database (ORD), a public repository of structured organic reaction records. Reactants: COC(C1=CC=C(C=C1)CNC1CCC2(CC1)CCCCC2)=O (4-(spiro[5.5]undec-3-ylaminomethyl)benzoic acid methyl ester), CSC=1C=C(C=CC1)N=C=O (3-(methylthio)phenylisocyanate), CSC=1C=C(C=CC1)N=C=O (3-(methylthio)phenylisocyanate). Run in C(C)#N (acetonitrile). Conditions: time 2 day. Yields the product COC(C1=CC=C(C=C1)CN(C(=O)NC1=CC(=CC=C1)SC)C1CCC2(CC1)CCCCC2)=O (4-[3-(3-methylsulfanyl-phenyl)-1-spiro[5.5]undec-3-yl-ureidomethyl]benzoic acid methyl ester). Yield: 44.2%. Reaction SMILES: [CH3:1][O:2][C:3](=[O:23])[C:4]1[CH:9]=[CH:8][C:7]([CH2:10][NH:11][CH:12]2[CH2:17][CH2:16][C:15]3([CH2:22][CH2:21][CH2:20][CH2:19][CH2:18]3)[CH2:14][CH2:13]2)=[CH:6][CH:5]=1.[CH3:24][S:25][C:26]1[CH:27]=[C:28]([N:32]=[C:33]=[O:34])[CH:29]=[CH:30][CH:31]=1>C(#N)C>[CH3:1][O:2][C:3](=[O:23])[C:4]1[CH:5]=[CH:6][C:7]([CH2:10][N:11]([CH:12]2[CH2:17][CH2:16][C:15]3([CH2:22][CH2:21][CH2:20][CH2:19][CH2:18]3)[CH2:14][CH2:13]2)[C:33]([NH:32][C:28]2[CH:29]=[CH:30][CH:31]=[C:26]([S:25][CH3:24])[CH:27]=2)=[O:34])=[CH:8][CH:9]=1. Procedure: The above 4-(spiro[5.5]undec-3-ylaminomethyl)benzoic acid methyl ester (1.02 g, 3.2 mmol) was added acetonitrile (50 mL) and 3-(methylthio)phenylisocyanate (668 mg, 4 mmol). Upon stirring for 2 days, the reaction appeared incomplete as shown by HPLC, so another portion of 3-(methylthio)phenylisocyanate (240 mg) was added. After stirring for 2 hours the solvent was evaporated. The residue was taken up in dichloromethane (2 mL) and purified by chromatography on silica using dichloromethane as elue... Starting materials: CC(=O)[O-], CC(=O)[O-], OCc1coc(Cc2ccccc2)c1, CCCC[Sn+2]CCCC, CC(=O)[O-], CC(=O)[O-], CO, C=CC1CC1(C(=O)OC)C(=O)OC, [Ca+2], Oc1ccc(O)cc1. Product: C=CC1CC1(C(=O)OC)C(=O)OCc1coc(Cc2ccccc2)c1. As a reaction SMILES: [C:45]([O-:46])(=[O:47])[CH3:48].[C:49]([O-:50])(=[O:51])[CH3:52].[CH2:1]([c:2]1[cH:3][cH:4][cH:5][cH:6][cH:7]1)[c:8]1[cH:9][c:10]([CH2:13][OH:14])[cH:11][o:12]1.[CH2:53]([Sn+2:54][CH2:55][CH2:56][CH2:57][CH3:58])[CH2:59][CH2:60][CH3:61].[CH3:37][C:38](=[O:39])[O-:40].[CH3:41][C:42](=[O:43])[O-:44].[CH3:62][OH:63].[CH:15](=[CH2:16])[CH:17]1[C:18]([C:20](=[O:21])[O:22][CH3:23])([C:24](=[O:25])[O:26][CH3:27])[CH2:19]1.[Ca+2:36].[OH:28][c:29]1[cH:30][cH:31][c:32]([OH:33])[cH:34][cH:35]1>>[CH2:1]([c:2]1[cH:3][cH:4][cH:5][cH:6][cH:7]1)[c:8]1[cH:9][c:10]([CH2:13][O:14][C:24]([C:18]2([C:20](=[O:21])[O:22][CH3:23])[CH:17]([CH:15]=[CH2:16])[CH2:19]2)=[O:25])[cH:11][o:12]1. Starting materials: COC1=CC=C(COCC=2C=C(C=CC2)N2CCN(CC2)C2=CC=NC=C2)C=C1 (1-(3-{[(4-Methoxybenzyl)oxy]methyl}phenyl)-4-(pyridin-4-yl)piperazine), C(=O)(C(F)(F)F)O (TFA). The solvent is ClCCl (dichloromethane). Reaction conditions: time 1 hour. Product: N1=CC=C(C=C1)N1CCN(CC1)C=1C=C(C=CC1)CO ({3-[4-(pyridin-4-yl)piperazin-1-yl]phenyl}methanol). Yield: 78.4%. RXN SMILES: COC1C=CC(C[O:8][CH2:9][C:10]2[CH:11]=[C:12]([N:16]3[CH2:21][CH2:20][N:19]([C:22]4[CH:27]=[CH:26][N:25]=[CH:24][CH:23]=4)[CH2:18][CH2:17]3)[CH:13]=[CH:14][CH:15]=2)=CC=1.C(O)(C(F)(F)F)=O>ClCCl>[N:25]1[CH:24]=[CH:23][C:22]([N:19]2[CH2:20][CH2:21][N:16]([C:12]3[CH:11]=[C:10]([CH2:9][OH:8])[CH:15]=[CH:14][CH:13]=3)[CH2:17][CH2:18]2)=[CH:27][CH:26]=1. Reported procedure: 1-(3-{[(4-Methoxybenzyl)oxy]methyl}phenyl)-4-(pyridin-4-yl)piperazine (308 mg) was mixed with dichloromethane (2 ml), and TFA (1 ml) was added thereto. The reaction mixture was stirred at room temperature for 1 hour, and then the reaction mixture was concentrated under reduced pressure. To the obtained residue were added a saturated aqueous sodium hydrogen carbonate solution and CHCl3, and the organic layer was dried over MgSO4 and concentrated under reduced pressure. The obtained residue was pu... Reactants: CC(C)([O-])C.[K+] (potassium t-butoxide), O (water), ClC1=CC=C(C=C1)C1=CN2C=CC=C3C(CCC1=C23)=O (1-(4-chlorophenyl)-8,9-dihydro-7H-pyrrolo[3,2,1-ij]quinolin-7-one). The reagents and catalysts are [Br-].C[P+](C1=CC=CC=C1)(C1=CC=CC=C1)C1=CC=CC=C1 (Methyltriphenylphosphonium bromide). Run in O1CCCC1 (tetrahydrofuran), O1CCCC1 (tetrahydrofuran), O1CCCC1 (tetrahydrofuran). Reaction conditions: time 3 hour. Yields the product ClC1=CC=C(C=C1)C1=CN2C=CC=C3C(CCC1=C23)=C (1-(4-chlorophenyl)-8,9-dihydro-7-methylene-7H-pyrrolo[3,2,1-ij]quinoline), crystals. As a reaction SMILES: [CH3:1]C(C)([O-])C.[K+].[Cl:7][C:8]1[CH:13]=[CH:12][C:11]([C:14]2[C:24]3=[C:25]4[C:20]([C:21](=O)[CH2:22][CH2:23]3)=[CH:19][CH:18]=[CH:17][N:16]4[CH:15]=2)=[CH:10][CH:9]=1.O>[Br-].C[P+](C1C=CC=CC=1)(C1C=CC=CC=1)C1C=CC=CC=1.O1CCCC1>[Cl:7][C:8]1[CH:13]=[CH:12][C:11]([C:14]2[C:24]3=[C:25]4[C:20]([C:21](=[CH2:1])[CH2:22][CH2:23]3)=[CH:19][CH:18]=[CH:17][N:16]4[CH:15]=2)=[CH:10][CH:9]=1 |f:0.1,4.5|. Procedure details: Methyltriphenylphosphonium bromide (3.8 g) was added to 25 ml of anhydrous tetrahydrofuran. To this mixture was added the solution of potassium t-butoxide (1.2 g) in 25 ml of tetrahydrofuran at ambient temperature. After stirring for 3 hours, to this solution was added the solution of 1-(4-chlorophenyl)-8,9-dihydro-7H-pyrrolo[3,2,1-ij]quinolin-7-one (1.5 g), which was obtained in example 2, in 15 ml of tetrahydrofuran. After stirring for 30 min., to this solution was added water and extracted wi... Reactants: BrC1=CC=C(O1)C=1OC=C(N1)COC1=CC=C(C=C1)CCCN1C=NC=C1 (2-(5-bromo-2-furyl)-4-[4-[3-(1-imidazolyl)propyl]phenoxymethyl]oxazole), C1(=CC=CC=C1)B(O)O (phenylboronic acid). Product: N1(C=NC=C1)CCCC1=CC=C(OCC=2N=C(OC2)C=2OC(=CC2)C2=CC=CC=C2)C=C1 (4-[4-[3-(1-imidazolyl)propyl]phenoxymethyl]-2-(5-phenyl-2-furyl)oxazole). Yield: 92.0%. RXN SMILES: Br[C:2]1[O:6][C:5]([C:7]2[O:8][CH:9]=[C:10]([CH2:12][O:13][C:14]3[CH:19]=[CH:18][C:17]([CH2:20][CH2:21][CH2:22][N:23]4[CH:27]=[CH:26][N:25]=[CH:24]4)=[CH:16][CH:15]=3)[N:11]=2)=[CH:4][CH:3]=1.[C:28]1(B(O)O)[CH:33]=[CH:32][CH:31]=[CH:30][CH:29]=1>>[N:23]1([CH2:22][CH2:21][CH2:20][C:17]2[CH:18]=[CH:19][C:14]([O:13][CH2:12][C:10]3[N:11]=[C:7]([C:5]4[O:6][C:2]([C:28]5[CH:33]=[CH:32][CH:31]=[CH:30][CH:29]=5)=[CH:3][CH:4]=4)[O:8][CH:9]=3)=[CH:15][CH:16]=2)[CH:27]=[CH:26][N:25]=[CH:24]1. Reported procedure: In substantially the same manner as in Working Example 135, 2-(5-bromo-2-furyl)-4-[4-[3-(1-imidazolyl)propyl]phenoxymethyl]oxazole was allowed to react with phenylboronic acid to give 4-[4-[3-(1-imidazolyl)propyl]phenoxymethyl]-2-(5-phenyl-2-furyl)oxazole. The yield was 92%. Recrystallization from ethyl acetate-isopropyl ether gave colorless needles, mp 130-131° C. Starting materials: CN1[C@H]2CC[C@@H]1[C@H]([C@H](C2)OC(=O)C=3C=CC=CC3)C(=O)OC (Cocaine). Solvent: Cl (HCl). Product: CN1[C@H]2CC[C@@H]1[C@H]([C@H](C2)O)C(=O)OC (ecgonine methyl ester). As a reaction SMILES: [CH3:1][N:2]1[C@H:6]2[C@@H:7]([C:19]([O:21][CH3:22])=[O:20])[C@@H:8]([O:10]C(C3C=CC=CC=3)=O)[CH2:9][C@@H:3]1[CH2:4][CH2:5]2>Cl>[CH3:1][N:2]1[C@H:6]2[C@@H:7]([C:19]([O:21][CH3:22])=[O:20])[C@@H:8]([OH:10])[CH2:9][C@@H:3]1[CH2:4][CH2:5]2. Procedure: Cocaine (Merck) (3.91 g) was dissolved in 100 ml IN HCl and heated to reflux for 19 hours. After cooling to room temperature, the benzoic acid was filtered and washed with water. The water was washed with chloroform several times and the water was removed in vacuo. The residue was dissolved in 200 ml anhydrous methanol and the solution was saturated with HCl gas. The reaction mixture was refluxed for 17 hours. After cooling to room temperature, the solvent was removed in vacuo. The residue was d... Reactants: O=C([O-])[O-], CN=C=S, Cc1cc(Oc2ncc(C(F)(F)F)cc2Cl)n[nH]1, Cl, [K+], [K+], CN(C)C=O. Yields the product CNC(=S)n1nc(Oc2ncc(C(F)(F)F)cc2Cl)cc1C. As a reaction SMILES: [C:1](=[O:2])([O-:3])[O-:4].[CH3:7][N:8]=[C:9]=[S:10].[Cl:11][c:12]1[c:13]([O:22][c:23]2[n:24][nH:25][c:26]([CH3:28])[cH:27]2)[n:14][cH:15][c:16]([C:18]([F:19])([F:20])[F:21])[cH:17]1.[ClH:29].[K+:5].[K+:6].[O:30]=[CH:31][N:32]([CH3:33])[CH3:34]>>[CH3:7][NH:8][C:9](=[S:10])[n:25]1[n:24][c:23]([O:22][c:13]2[c:12]([Cl:11])[cH:17][c:16]([C:18]([F:19])([F:20])[F:21])[cH:15][n:14]2)[cH:27][c:26]1[CH3:28]. Reactants: COC(=O)C(C)n1ccc2cc(OCCCOc3ccc(C#N)cn3)ccc21, CCNCC, CN(C)C=O, S. Product: COC(=O)C(C)n1ccc2cc(OCCCOc3ccc(C(N)=S)cn3)ccc21. As a reaction SMILES: [C:2](#[N:3])[c:4]1[cH:5][cH:6][c:7]([O:10][CH2:11][CH2:12][CH2:13][O:14][c:15]2[cH:16][c:17]3[cH:18][cH:19][n:20]([CH:24]([C:25](=[O:26])[O:27][CH3:28])[CH3:29])[c:21]3[cH:22][cH:23]2)[n:8][cH:9]1.[CH2:30]([NH:31][CH2:32][CH3:33])[CH3:34].[O:35]=[CH:36][N:37]([CH3:38])[CH3:39].[SH2:1]>>[S:1]=[C:2]([NH2:3])[c:4]1[cH:5][cH:6][c:7]([O:10][CH2:11][CH2:12][CH2:13][O:14][c:15]2[cH:16][c:17]3[cH:18][cH:19][n:20]([CH:24]([C:25](=[O:26])[O:27][CH3:28])[CH3:29])[c:21]3[cH:22][cH:23]2)[n:8][cH:9]1. The reactants are O=C([O-])O, CS(C)=O, [O-][Cl+][O-], Cl, [Na+], [Na+], [Na+], O=Cc1cc2ncnc(Oc3ccccc3)c2[nH]1, O, O=P([O-])(O)O. Yields the product O=C(O)c1cc2ncnc(Oc3ccccc3)c2[nH]1. RXN SMILES: [C:29](=[O:30])([O-:31])[OH:32].[CH3:35][S:36](=[O:37])[CH3:38].[Cl+:25]([O-:26])[O-:27].[ClH:34].[Na+:24].[Na+:28].[Na+:33].[O:1]([c:2]1[cH:3][cH:4][cH:5][cH:6][cH:7]1)[c:8]1[c:9]2[c:10]([n:11][cH:12][n:13]1)[cH:14][c:15]([CH:17]=[O:18])[nH:16]2.[OH2:39].[P:19](=[O:20])([O-:21])([OH:22])[OH:23]>>[O:1]([c:2]1[cH:3][cH:4][cH:5][cH:6][cH:7]1)[c:8]1[c:9]2[c:10]([n:11][cH:12][n:13]1)[cH:14][c:15]([C:17](=[O:18])[OH:20])[nH:16]2.